From a dataset of the Open Reaction Database (ORD), a public repository of structured organic reaction records. describe an organic reaction: reactants, conditions, products, and yield Starting materials: N#Cc1cccc(CBr)c1, O=C([O-])[O-], CC#CCn1c(N2CCN(C(=O)OC(C)(C)C)CC2)nc2nc(Cl)[nH]c(=O)c21, CN(C)C=O, [Cl-], [K+], [K+], [NH4+]. Product: CC#CCn1c(N2CCN(C(=O)OC(C)(C)C)CC2)nc2nc(Cl)n(Cc3cccc(C#N)c3)c(=O)c21. Reaction SMILES: [C:29](#[N:30])[c:31]1[cH:32][c:33]([CH2:34][Br:35])[cH:36][cH:37][cH:38]1.[C:39](=[O:40])([O-:41])[O-:42].[CH2:1]([C:2]#[C:3][CH3:4])[n:5]1[c:6]([N:16]2[CH2:17][CH2:18][N:19]([C:22](=[O:23])[O:24][C:25]([CH3:26])([CH3:27])[CH3:28])[CH2:20][CH2:21]2)[n:7][c:8]2[n:9][c:10]([Cl:15])[nH:11][c:12](=[O:14])[c:13]12.[CH3:47][N:48]([CH3:49])[CH:50]=[O:51].[Cl-:45].[K+:43].[K+:44].[NH4+:46]>>[CH2:1]([C:2]#[C:3][CH3:4])[n:5]1[c:6]([N:16]2[CH2:17][CH2:18][N:19]([C:22](=[O:23])[O:24][C:25]([CH3:26])([CH3:27])[CH3:28])[CH2:20][CH2:21]2)[n:7][c:8]2[n:9][c:10]([Cl:15])[n:11]([CH2:34][c:33]3[cH:32][c:31]([C:29]#[N:30])[cH:38][cH:37][cH:36]3)[c:12](=[O:14])[c:13]12.